Dataset: the Open Reaction Database (ORD), a public repository of structured organic reaction records. Task: describe an organic reaction: reactants, conditions, products, and yield Reactants: Cc1nc2ccccc2n1-c1nc(N2CCOCC2)c2nc(CBr)n(C)c2n1, CCC1(CC)CCNC1. Yields the product CCC1(CC)CCN(Cc2nc3c(N4CCOCC4)nc(-n4c(C)nc5ccccc54)nc3n2C)C1. As a reaction SMILES: [Br:1][CH2:2][c:3]1[n:4]([CH3:28])[c:5]2[n:6][c:7](-[n:18]3[c:19]([CH3:27])[n:20][c:21]4[c:22]3[cH:23][cH:24][cH:25][cH:26]4)[n:8][c:9]([N:12]3[CH2:13][CH2:14][O:15][CH2:16][CH2:17]3)[c:10]2[n:11]1.[CH2:29]([CH3:30])[C:31]1([CH2:36][CH3:37])[CH2:32][NH:33][CH2:34][CH2:35]1>>[CH2:2]([c:3]1[n:4]([CH3:28])[c:5]2[n:6][c:7](-[n:18]3[c:19]([CH3:27])[n:20][c:21]4[c:22]3[cH:23][cH:24][cH:25][cH:26]4)[n:8][c:9]([N:12]3[CH2:13][CH2:14][O:15][CH2:16][CH2:17]3)[c:10]2[n:11]1)[N:33]1[CH2:32][C:31]([CH2:29][CH3:30])([CH2:36][CH3:37])[CH2:35][CH2:34]1. Reactants: CC(=O)c1ccc2c(c1)CCO2, COC(=O)CC#N, CC(=O)O, Cc1ccccc1, NCc1ccccc1. As a reaction SMILES: [C:1]([CH3:2])(=[O:3])[c:4]1[cH:5][c:6]2[c:7]([cH:11][cH:12]1)[O:8][CH2:9][CH2:10]2.[CH3:13][O:14][C:15](=[O:16])[CH2:17][C:18]#[N:19].[CH3:28][C:29](=[O:30])[OH:31].[CH3:32][c:33]1[cH:34][cH:35][cH:36][cH:37][cH:38]1.[NH2:20][CH2:21][c:22]1[cH:23][cH:24][cH:25][cH:26][cH:27]1>>[C:1]([CH3:2])([c:4]1[cH:5][c:6]2[c:7]([cH:11][cH:12]1)[O:8][CH2:9][CH2:10]2)=[C:17]([C:15]([O:14][CH3:13])=[O:16])[C:18]#[N:19]. Product: COC(=O)C(C#N)=C(C)c1ccc2c(c1)CCO2. The reactants are O=C1C[C@H](N(C1)C(=O)OC(C)(C)C)C(=O)OC (1-tert-butyl 2-methyl (2S)-4-oxo-1,2-pyrrolidinedicarboxylate), [Cl-].[NH4+] (ammonium chloride), CC(C)([O-])C.[K+] (potassium tert-butoxide). The reagents and catalysts are [Br-].C[P+](C1=CC=CC=C1)(C1=CC=CC=C1)C1=CC=CC=C1 (Methyltriphenylphosphonium bromide). Solvent: C(C)OCC (diethyl ether). Conditions: temperature 35 celsius, time 30 minute. Product: C=C1C[C@H](N(C1)C(=O)OC(C)(C)C)C(=O)OC (1-tert-butyl 2-methyl (2S)-4-methylene-1,2-pyrrolidinedicarboxylate). Yield: 69.6%. As a reaction SMILES: [CH3:1]C(C)([O-])C.[K+].O=[C:8]1[CH2:12][N:11]([C:13]([O:15][C:16]([CH3:19])([CH3:18])[CH3:17])=[O:14])[C@H:10]([C:20]([O:22][CH3:23])=[O:21])[CH2:9]1.[Cl-].[NH4+]>[Br-].C[P+](C1C=CC=CC=1)(C1C=CC=CC=1)C1C=CC=CC=1.C(OCC)C>[CH2:1]=[C:8]1[CH2:12][N:11]([C:13]([O:15][C:16]([CH3:19])([CH3:18])[CH3:17])=[O:14])[C@H:10]([C:20]([O:22][CH3:23])=[O:21])[CH2:9]1 |f:0.1,3.4,5.6|. Procedure details: Methyltriphenylphosphonium bromide (22 g, 61.6 mmol) was added to a solution of potassium tert-butoxide (6.5 g, 57.6 mmol) in anhydrous diethyl ether (450 ml) at 0° C. under nitrogen and the resulting bright yellow mixture stirred for 30 minutes. A solution of 1-tert-butyl 2-methyl (2S)-4-oxo-1,2-pyrrolidinedicarboxylate (10 g, 41.1 mmol in 150 ml anhydrous diethyl ether) was added slowly to the reaction mixture, which was then warmed at 35° C. for 3 h. Saturated aqueous ammonium chloride soluti... The reactants are C(C)OC(C(C)OC1=CC=C(C=C1)C1=C(C=CC=C1)OCCC1NC(N(C1)CC1=CC=C(C=C1)C(F)(F)F)=O)=O (4-{2-[2-oxo-1-(4-trifluoromethyl-benzyl)-imidazolidin-4-yl -ethoxy]-phenyl}-2-phenoxy-propionic acid ethyl ester), FC(C(=O)O)(F)F (Trifluoroacetic acid), C(C)OC(C(CC1=CC=C(C=C1)OCCC1N(C(N(C1)CC1=CC=C(C=C1)C(F)(F)F)=O)CC1=CC=C(C=C1)OC)(OC1=CC=CC=C1)C)=O (3-(4-{2-[3-(4-Methoxy-benzyl)-2-oxo-1-(4-trifluoromethyl-benzyl)-imidazolidin-4-yl]-ethoxy}-phenyl)-2-methyl-2-phenoxy-propionic acid ethyl ester), C(C)[SiH](CC)CC (triethylsilane). Conditions: time 4 hour. Yields the product C(C)N1C(N(CC1CCOC1=CC=C(C=C1)CC(C(=O)O)(OC1=CC=CC=C1)C)CC1=CC=C(C=C1)C(F)(F)F)=O (3-(4-{2-[3-Ethyl-2-oxo-1-(4-trifluoromethyl-benzyl)-imidazolidin-4-yl]-ethoxy}-phenyl)-2-methyl-2-phenoxy-propionic acid). Reaction SMILES: C(OC(=O)C(OC1C=CC(C2C=CC=CC=2OCCC2CN(CC3C=CC(C(F)(F)F)=CC=3)C(=O)N2)=CC=1)C)C.FC(F)(F)C(O)=O.C([O:50][C:51](=[O:97])[C:52]([CH3:96])([O:89][C:90]1[CH:95]=[CH:94][CH:93]=[CH:92][CH:91]=1)[CH2:53][C:54]1[CH:59]=[CH:58][C:57]([O:60][CH2:61][CH2:62][CH:63]2[CH2:67][N:66]([CH2:68][C:69]3[CH:74]=[CH:73][C:72]([C:75]([F:78])([F:77])[F:76])=[CH:71][CH:70]=3)[C:65](=[O:79])[N:64]2[CH2:80][C:81]2C=CC(OC)=CC=2)=[CH:56][CH:55]=1)C.C([SiH](CC)CC)C>>[CH2:80]([N:64]1[CH:63]([CH2:62][CH2:61][O:60][C:57]2[CH:58]=[CH:59][C:54]([CH2:53][C:52]([CH3:96])([O:89][C:90]3[CH:95]=[CH:94][CH:93]=[CH:92][CH:91]=3)[C:51]([OH:97])=[O:50])=[CH:55][CH:56]=2)[CH2:67][N:66]([CH2:68][C:69]2[CH:74]=[CH:73][C:72]([C:75]([F:76])([F:78])[F:77])=[CH:71][CH:70]=2)[C:65]1=[O:79])[CH3:81]. Reported procedure: 2-Methyl-3-(4-{2-[2-oxo-1-(4-trifluoromethyl-benzyl)-imidazolidin-4-yl -ethoxy]-phenyl}-2-phenoxy-propionic acid ethyl ester: Trifluoroacetic acid (66 mL) is added dropwise to a solution of 3-(4-{2-[3-(4-Methoxy-benzyl)-2-oxo-1-(4-trifluoromethyl-benzyl)-imidazolidin-4-yl]-ethoxy}-phenyl)-2-methyl-2-phenoxy-propionic acid ethyl ester (3.80 g, 5.50 mmol) and triethylsilane (1.76 mL, 11.0 mmol, d=0.728). The reaction mixture is stirred at ambient temperature for 4 hours, concentrated in vacuo, and...